Dataset: the Open Reaction Database (ORD), a public repository of structured organic reaction records. Task: describe an organic reaction: reactants, conditions, products, and yield The reactants are FC1=C(C=CC=C1C(F)(F)F)C1(CC1)CC(C(=O)O)=O (3-[1-(2-fluoro-3-trifluoromethylphenyl)-cyclopropyl]-2-oxo-propionic acid), NC=1C=C2COC(=O)C2=CC1 (5-aminophthalide). The product is FC1=C(C=CC=C1C(F)(F)F)C1(CC1)CC(C(=O)NC=1C=C2COC(=O)C2=CC1)=O (5-[3-[1-{2-Fluoro-3-trifluoromethylphenyl)-cyclopropyl]-2-oxo-propionylamino}-phthalide). As a reaction SMILES: [F:1][C:2]1[C:7]([C:8]([F:11])([F:10])[F:9])=[CH:6][CH:5]=[CH:4][C:3]=1[C:12]1([CH2:15][C:16](=[O:20])[C:17](O)=[O:18])[CH2:14][CH2:13]1.[NH2:21][C:22]1[CH:23]=[C:24]2[C:29](=[CH:30][CH:31]=1)[C:27](=[O:28])[O:26][CH2:25]2>>[F:1][C:2]1[C:7]([C:8]([F:11])([F:10])[F:9])=[CH:6][CH:5]=[CH:4][C:3]=1[C:12]1([CH2:15][C:16](=[O:20])[C:17]([NH:21][C:22]2[CH:23]=[C:24]3[C:29](=[CH:30][CH:31]=2)[C:27](=[O:28])[O:26][CH2:25]3)=[O:18])[CH2:13][CH2:14]1. Procedure: Preparation from 3-[1-(2-fluoro-3-trifluoromethylphenyl)-cyclopropyl]-2-oxo-propionic acid and 5-aminophthalide analogously to the preparation of 5-{3-[1-(2-fluoro-5-trifluoromethylphenyl)-cyclopropyl]-2-oxo-propionylamino}-phthalide (cf. Example 1a)). M.p. 157-158° C.